From a dataset of the Open Reaction Database (ORD), a public repository of structured organic reaction records. describe an organic reaction: reactants, conditions, products, and yield The reactants are FC1(C(N([C@H](C1)C=O)CCC1=CC=C(C(=O)OC)C=C1)=O)F ((R)-methyl 4-(2-(3,3-difluoro-5-formyl-2-oxopyrrolidin-1-yl)ethyl)benzoate), COP(OC)(=O)CC(C(CC#CCC)C)=O ((±)-dimethyl(3-methyl-2-oxooct-5-yn-1-yl)phosphonate). Yields the product FC1(C(N([C@H](C1)\C=C\C(C(CC#CCC)C)O)CCC1=CC=C(C(=O)OC)C=C1)=O)F (Methyl 4-(2-((5R)-3,3-difluoro-5-((E)-3-hydroxy-4-methylnon-1-en-6-yn-1-yl)-2-oxopyrrolidin-1-yl)ethyl)benzoate). Reaction SMILES: [F:1][C:2]1([F:22])[CH2:6][C@H:5]([CH:7]=O)[N:4]([CH2:9][CH2:10][C:11]2[CH:20]=[CH:19][C:14]([C:15]([O:17][CH3:18])=[O:16])=[CH:13][CH:12]=2)[C:3]1=[O:21].COP([CH2:29][C:30](=[O:38])[CH:31]([CH3:37])[CH2:32][C:33]#[C:34][CH2:35][CH3:36])(=O)OC>>[F:1][C:2]1([F:22])[CH2:6][C@H:5](/[CH:7]=[CH:29]/[CH:30]([OH:38])[CH:31]([CH3:37])[CH2:32][C:33]#[C:34][CH2:35][CH3:36])[N:4]([CH2:9][CH2:10][C:11]2[CH:20]=[CH:19][C:14]([C:15]([O:17][CH3:18])=[O:16])=[CH:13][CH:12]=2)[C:3]1=[O:21]. Procedure: Methyl 4-(2-((5R)-3,3-difluoro-5-((E)-3-hydroxy-4-methylnon-1-en-6-yn-1-yl)-2-oxopyrrolidin-1-yl)ethyl)benzoate was prepared by the method described in Example 1, Steps A and B, except that (R)-methyl 4-(2-(3,3-difluoro-5-formyl-2-oxopyrrolidin-1-yl)ethyl)benzoate (13b) was used instead of (R)-methyl 7-(3,3-difluoro-5-formyl-2-oxopyrrolidin-1-yl) heptanoate (13a) and (±)-dimethyl(3-methyl-2-oxooct-5-yn-1-yl)phosphonate (15bb(i)/15bc(i)) was used instead of (±)-dimethyl(3-methyl-2-oxohept-5-yn-1-... Reactants: N#Cc1ccc(B(O)O)cc1, Oc1ccc(Br)cc1Cl. The product is N#Cc1ccc(-c2ccc(O)c(Cl)c2)cc1. RXN SMILES: [C:1](#[N:2])[c:3]1[cH:4][cH:5][c:6]([B:9]([OH:10])[OH:11])[cH:7][cH:8]1.[OH:12][c:13]1[cH:14][cH:15][c:16]([Br:17])[cH:18][c:19]1[Cl:20]>>[C:1](#[N:2])[c:3]1[cH:4][cH:5][c:6](-[c:16]2[cH:15][cH:14][c:13]([OH:12])[c:19]([Cl:20])[cH:18]2)[cH:7][cH:8]1. Reactants: three, C(CN(C)S(=O)(=O)C(F)(F)C(F)(F)C(F)(F)C(F)(F)F)(CN(C)S(=O)(=O)C(F)(F)C(F)(F)C(F)(F)C(F)(F)F)O ([C4F9SO2N(CH3)CH2]2CHOH), C1(CCC(=O)O1)=O (succinic anhydride). The reagents and catalysts are CN(C1=CC=NC=C1)C (4-dimethylaminopyridine). The solvent is C1(=CC=CC=C1)C (toluene). Conditions: temperature 100 celsius, time 8 hour. The product is C(CN(C)S(=O)(=O)C(F)(F)C(F)(F)C(F)(F)C(F)(F)F)(CN(C)S(=O)(=O)C(F)(F)C(F)(F)C(F)(F)C(F)(F)F)OC(=O)CCC(=O)O ([C4F9SO2N(CH3)CH2]2CHOC(O)C2H4COOH). The yield is 66.5%. Reaction SMILES: [CH:1]([OH:40])([CH2:21][N:22]([S:24]([C:27]([C:30]([C:33]([C:36]([F:39])([F:38])[F:37])([F:35])[F:34])([F:32])[F:31])([F:29])[F:28])(=[O:26])=[O:25])[CH3:23])[CH2:2][N:3]([S:5]([C:8]([C:11]([C:14]([C:17]([F:20])([F:19])[F:18])([F:16])[F:15])([F:13])[F:12])([F:10])[F:9])(=[O:7])=[O:6])[CH3:4].[C:41]1(=[O:47])[O:46][C:44](=[O:45])[CH2:43][CH2:42]1>CN(C)C1C=CN=CC=1.C1(C)C=CC=CC=1>[CH:1]([O:40][C:41]([CH2:42][CH2:43][C:44]([OH:46])=[O:45])=[O:47])([CH2:2][N:3]([S:5]([C:8]([C:11]([C:14]([C:17]([F:20])([F:19])[F:18])([F:16])[F:15])([F:13])[F:12])([F:10])[F:9])(=[O:7])=[O:6])[CH3:4])[CH2:21][N:22]([S:24]([C:27]([C:30]([C:33]([C:36]([F:37])([F:39])[F:38])([F:34])[F:35])([F:31])[F:32])([F:29])[F:28])(=[O:26])=[O:25])[CH3:23]. Reported procedure: A 250 mL three necked round bottom was charged with [C4F9SO2N(CH3)CH2]2CHOH (6.8 g; 10 mmole), succinic anhydride 1.0 g; 10 mmole) 4-dimethylaminopyridine (0.1 g) and toluene (100 mL). The ensuing mixture was stirred at 100° C. overnight, the toluene removed using a rotary evaporator, leaving a white solid residue that was triturated with toluene-hexane to yield [C4F9SO2N(CH3)CH2]2CHOC(O)C2H4COOH (5.2 g) The reactants are FC([C@H](C)N)(F)F ((S)-2,2,2-trifluoro-1-methyl-ethylamine), O (water), O (water), ClC1=NC(=NC(=C1C1=C(C=C(C=C1F)F)F)Cl)C1=NC=CN=C1 (4,6-dichloro-2-pyrazin-2-yl-5-(2,4,6-trifluoro-phenyl)-pyrimidine), ClC1=NC(=NC(=C1C1=C(C=C(C=C1F)F)F)Cl)C1=NC=CN=C1 (4,6-dichloro-2-pyrazin-2-yl-5-(2,4,6-trifluoro-phenyl)-pyrimidine), ClC1=NC(=NC(=C1C1=C(C=C(C=C1F)F)F)Cl)C1=NC=CN=C1 (4,6-dichloro-2-pyrazin-2-yl-5-(2,4,6-trifluoro-phenyl)-pyrimidine), ClC1=NC(=NC(=C1C1=C(C=C(C=C1F)F)F)Cl)C1=NC=CN=C1 (4,6-dichloro-2-pyrazin-2-yl-5-(2,4,6-trifluoro-phenyl)-pyrimidine), FC([C@H](C)N)(F)F ((S)-2,2,2-trifluoro-1-methyl-ethylamine), ClC1=NC(=NC(=C1C1=C(C=C(C=C1F)F)F)Cl)C1=NC=CN=C1 (4,6-dichloro-2-pyrazin-2-yl-5-(2,4,6-trifluoro-phenyl)-pyrimidine), FC([C@H](C)N)(F)F ((S)-2,2,2-trifluoro-1-methyl-ethylamine). Solvent: C(C)(C)O (isopropyl alcohol), C(C)(C)O (IPA), CN1CCCC1=O (NMP), CN1CCCC1=O (NMP), CN1CCCC1=O (NMP), CN1CCCC1=O (NMP), CN1CCCC1=O (NMP), CN1C(CCC1)=O (1-methyl-2-pyrrolidinone). Reaction conditions: temperature 110 celsius, time 24 hour. Yields the product ClC1=C(C(=NC(=N1)C1=NC=CN=C1)N[C@H](C(F)(F)F)C)C1=C(C=C(C=C1F)F)F (6-chloro-2-pyrazin-2-yl-N-[(1S)-2,2,2-trifluoro-1-methylethyl]-5-(2,4,6-trifluorophenyl)pyrimidin-4-amine). Yield: 92.0%. As a reaction SMILES: [Cl:1][C:2]1[C:7]([C:8]2[C:13]([F:14])=[CH:12][C:11]([F:15])=[CH:10][C:9]=2[F:16])=[C:6](Cl)[N:5]=[C:4]([C:18]2[CH:23]=[N:22][CH:21]=[CH:20][N:19]=2)[N:3]=1.[F:24][C:25]([F:30])([F:29])[C@@H:26]([NH2:28])[CH3:27].O>C(O)(C)C.CN1C(=O)CCC1>[Cl:1][C:2]1[N:3]=[C:4]([C:18]2[CH:23]=[N:22][CH:21]=[CH:20][N:19]=2)[N:5]=[C:6]([NH:28][C@@H:26]([CH3:27])[C:25]([F:30])([F:29])[F:24])[C:7]=1[C:8]1[C:9]([F:16])=[CH:10][C:11]([F:15])=[CH:12][C:13]=1[F:14]. Reported procedure: In scheme 1, step d, a solution of 4,6-dichloro-2-pyrazin-2-yl-5-(2,4,6-trifluoro-phenyl)-pyrimidine 5 in an aprotic solvent, preferably 1-methyl-2-pyrrolidinone (NMP) in a ratio of 1–10 mL NMP/g of 4,6-dichloro-2-pyrazin-2-yl-5-(2,4,6-trifluoro-phenyl)-pyrimidine 5, preferably 1–5 mL NMP/g of 4,6-dichloro-2-pyrazin-2-yl-5-(2,4,6-trifluoro-phenyl)-pyrimidine 5, most preferably 1 mL NMP/g of 4,6-dichloro-2-pyrazin-2-yl-5-(2,4,6-trifluoro-phenyl)-pyrimidine 5 is added (S)-2,2,2-trifluoro-1-methyl-... The reactants are CC(=O)OC(C)=O, CN(C)c1ccncc1, NS(=O)(=O)c1ccccc1NC(=O)c1cccc(OCc2ccc([N+](=O)[O-])cc2)c1, C1CCOC1. Yields the product CC(=O)NS(=O)(=O)c1ccccc1NC(=O)c1cccc(OCc2ccc([N+](=O)[O-])cc2)c1. As a reaction SMILES: [CH3:1][C:2](=[O:3])[O:4][C:5](=[O:6])[CH3:7].[CH3:38][N:39]([CH3:40])[c:41]1[cH:42][cH:43][n:44][cH:45][cH:46]1.[N+:8](=[O:9])([O-:10])[c:11]1[cH:12][cH:13][c:14]([CH2:15][O:16][c:17]2[cH:18][c:19]([C:20](=[O:21])[NH:22][c:23]3[c:24]([S:29]([NH2:30])(=[O:31])=[O:32])[cH:25][cH:26][cH:27][cH:28]3)[cH:33][cH:34][cH:35]2)[cH:36][cH:37]1.[O:47]1[CH2:48][CH2:49][CH2:50][CH2:51]1>>[CH3:1][C:2](=[O:3])[NH:30][S:29]([c:24]1[c:23]([NH:22][C:20]([c:19]2[cH:18][c:17]([O:16][CH2:15][c:14]3[cH:13][cH:12][c:11]([N+:8](=[O:9])[O-:10])[cH:37][cH:36]3)[cH:35][cH:34][cH:33]2)=[O:21])[cH:28][cH:27][cH:26][cH:25]1)(=[O:31])=[O:32].